Dataset: the Open Reaction Database (ORD), a public repository of structured organic reaction records. Task: describe an organic reaction: reactants, conditions, products, and yield The reactants are ClC1=C2C(=NC=C1)N(C=C2)[Si](C(C)C)(C(C)C)C(C)C (4-chloro-1-[tris(1-methylethyl)silyl]-1H-pyrrolo[2,3-b]pyridine), [Li]C(C)CC (sec-BuLi), hexanes, CI (methyliodide). The solvent is O1CCCC1 (tetrahydrofuran). Conditions: time 30 minute. The product is ClC1=C2C(=NC=C1C)N(C=C2)[Si](C(C)C)(C(C)C)C(C)C (4-chloro-5-methyl-1-[tris(1-methylethyl)silyl]-1H-pyrrolo[2,3-b]pyridine). Yield: 86.0%. RXN SMILES: [Cl:1][C:2]1[CH:7]=[CH:6][N:5]=[C:4]2[N:8]([Si:11]([CH:18]([CH3:20])[CH3:19])([CH:15]([CH3:17])[CH3:16])[CH:12]([CH3:14])[CH3:13])[CH:9]=[CH:10][C:3]=12.[Li][CH:22](CC)C.CI>O1CCCC1>[Cl:1][C:2]1[C:7]([CH3:22])=[CH:6][N:5]=[C:4]2[N:8]([Si:11]([CH:15]([CH3:17])[CH3:16])([CH:18]([CH3:20])[CH3:19])[CH:12]([CH3:13])[CH3:14])[CH:9]=[CH:10][C:3]=12. Reported procedure: To a cold −78° C. solution of 4-chloro-1-[tris(1-methylethyl)silyl]-1H-pyrrolo[2,3-b]pyridine (3.24 mmol, prepared as described in Tetrahedron Lett. 2004, 45, 2317-2319), in dry tetrahydrofuran (22 mL) was added 1.4M sec-BuLi in hexanes (7.12 mmol) dropwise over 5 min. After 30 min, methyliodide (10.5 mmol) was added. After 45 min, the reaction mixture was quenched with saturated aqueous ammonium chloride (25 mL) and diluted with ethyl acetate (25 mL). The extracts were dried over sodium sulfate... Reactants: C(C)(C)(C)OC(NC1=C(C=C(C=C1)I)[N+](=O)[O-])=O ((4-Iodo-2-nitro-phenyl)-carbamic acid tert.-butyl ester), S1C=C(C=C1)B(O)O (3-thiopheneboronic acid). Product: C(C)(C)(C)OC(NC1=C(C=C(C=C1)C1=CSC=C1)[N+](=O)[O-])=O ((2-Nitro-4-thiophen-3-yl-phenyl)-carbamic acid tert.-butyl ester). As a reaction SMILES: [C:1]([O:5][C:6](=[O:18])[NH:7][C:8]1[CH:13]=[CH:12][C:11](I)=[CH:10][C:9]=1[N+:15]([O-:17])=[O:16])([CH3:4])([CH3:3])[CH3:2].[S:19]1[CH:23]=[CH:22][C:21](B(O)O)=[CH:20]1>>[C:1]([O:5][C:6](=[O:18])[NH:7][C:8]1[CH:13]=[CH:12][C:11]([C:21]2[CH:22]=[CH:23][S:19][CH:20]=2)=[CH:10][C:9]=1[N+:15]([O-:17])=[O:16])([CH3:4])([CH3:3])[CH3:2]. Procedure: Prepared from (4-iodo-2-nitro-phenyl)-carbamic acid tert.-butyl ester (Example A1) and 3-thiopheneboronic acid according to the general procedure B. Obtained as a yellow solid (326 mg). Starting materials: [H-].[Na+] (sodium hydride), C1(CC1)S (cyclopropyl mercaptan), C1(CC1)Br (cyclopropyl bromide), BrC(C(=O)OCC)(F)F (ethyl bromodifluoroacetate), resultant mixture, ice water. The solvent is CS(=O)C (dimethyl sulfoxide), CCOCC (ether), CS(=O)C (dimethyl sulfoxide). Conditions: time 10 minute. The product is C1(CC1)SC(C(=O)OCC)(F)F (Ethyl 2-(Cyclopropylthio)-2,2-Difluoroacetate). Isolated yield 46.0%. Reaction SMILES: [CH:1]1([SH:4])[CH2:3][CH2:2]1.C1(Br)CC1.[H-].[Na+].Br[C:12]([F:19])([F:18])[C:13]([O:15][CH2:16][CH3:17])=[O:14]>CS(C)=O.CCOCC>[CH:1]1([S:4][C:12]([F:19])([F:18])[C:13]([O:15][CH2:16][CH3:17])=[O:14])[CH2:3][CH2:2]1 |f:2.3|. Reported procedure: An ether solution of cyclopropyl mercaptan synthesized from cyclopropyl bromide (50.0 g, 413 mmol) in accordance with the process described in literature (J. Am. Chem. Soc., 114, 3492 (1992)) was added dropwise to a solution of 60% sodium hydride (5.4 g, 135 mmol) in dimethyl sulfoxide (100 ml) under cooling with ice, and the mixture was stirred at room temperature for 10 minutes. A solution of ethyl bromodifluoroacetate (27.4 g, 135 mmol) in dimethyl sulfoxide (200 ml) was added dropwise to thi... Reactants: CCCCOc1c(CNC(=O)OC(C)(C)C)n(CC(C)C)c(=O)c2ccc(C(=O)OC)cc12, CO, Cl, [Na+], C1CCOC1, [OH-], O. Yields the product CCCCOc1c(CNC(=O)OC(C)(C)C)n(CC(C)C)c(=O)c2ccc(C(=O)O)cc12. Reaction SMILES: [CH2:1]([CH2:2][CH2:3][CH3:4])[O:5][c:6]1[c:7]([CH2:25][NH:26][C:27](=[O:28])[O:29][C:30]([CH3:31])([CH3:32])[CH3:33])[n:8]([CH2:21][CH:22]([CH3:23])[CH3:24])[c:9](=[O:20])[c:10]2[cH:11][cH:12][c:13]([C:16](=[O:17])[O:18][CH3:19])[cH:14][c:15]12.[CH3:34][OH:35].[ClH:38].[Na+:37].[O:39]1[CH2:40][CH2:41][CH2:42][CH2:43]1.[OH-:36].[OH2:44]>>[CH2:1]([CH2:2][CH2:3][CH3:4])[O:5][c:6]1[c:7]([CH2:25][NH:26][C:27](=[O:28])[O:29][C:30]([CH3:31])([CH3:32])[CH3:33])[n:8]([CH2:21][CH:22]([CH3:23])[CH3:24])[c:9](=[O:20])[c:10]2[cH:11][cH:12][c:13]([C:16](=[O:17])[OH:18])[cH:14][c:15]12. The reactants are [N+](=O)([O-])C=1OC2=C(C1C1=CC=CC=C1)C=C(C=C2)C2=CC=C(C=C2)CC(=O)O (4-(2-nitro-3-phenylbenzofuran-5-yl)phenylacetic acid), B (borane), product, S(O)(O)(=O)=O (sulfuric acid), O.O1CCCC1 (water tetrahydrofuran). Solvent: O1CCCC1 (tetrahydrofuran), O1CCCC1 (tetrahydrofuran). Reaction conditions: temperature 20 celsius, time 16 hour. Yields the product OCCC1=CC=C(C=C1)C=1C=CC2=C(C(=C(O2)[N+](=O)[O-])C2=CC=CC=C2)C1 (5-[4-(2-hydroxyethyl)phenyl]-2-nitro-3-phenylbenzofuran). RXN SMILES: [N+:1]([C:4]1[O:5][C:6]2[CH:18]=[CH:17][C:16]([C:19]3[CH:24]=[CH:23][C:22]([CH2:25][C:26](O)=[O:27])=[CH:21][CH:20]=3)=[CH:15][C:7]=2[C:8]=1[C:9]1[CH:14]=[CH:13][CH:12]=[CH:11][CH:10]=1)([O-:3])=[O:2].B.O.O1CCCC1.S(=O)(=O)(O)O>O1CCCC1>[OH:27][CH2:26][CH2:25][C:22]1[CH:21]=[CH:20][C:19]([C:16]2[CH:17]=[CH:18][C:6]3[O:5][C:4]([N+:1]([O-:3])=[O:2])=[C:8]([C:9]4[CH:10]=[CH:11][CH:12]=[CH:13][CH:14]=4)[C:7]=3[CH:15]=2)=[CH:24][CH:23]=1 |f:2.3|. Procedure: A solution of 2 g. (0.00536 mole) of 4-(2-nitro-3-phenylbenzofuran-5-yl)phenylacetic acid (the product of step D of Example 1 hereof) in 100 ml. of tetrahydrofuran is cooled to 0° C. and 20 ml. of a borane solution in tetrahydrofuran is added while under a nitrogen atmosphere over 10 minutes. After warming to 20° C. the mixture is stirred for 16 hours. The solution is cooled to 0° C., 50 ml. of 1:1 water-tetrahydrofuran mixture and 15 ml. of 3 N sulfuric acid are each added slowly and the mixtur...